From a dataset of the Open Reaction Database (ORD), a public repository of structured organic reaction records. describe an organic reaction: reactants, conditions, products, and yield Starting materials: FC(F)OCc1cccc(CBr)n1, Cc1ccc(-c2nc(N)nc3nn[nH]c23)o1. Yields the product Cc1ccc(-c2nc(N)nc3c2nnn3Cc2cccc(COC(F)F)n2)o1. RXN SMILES: [Br:17][CH2:18][c:19]1[n:20][c:21]([CH2:25][O:26][CH:27]([F:28])[F:29])[cH:22][cH:23][cH:24]1.[CH3:1][c:2]1[cH:3][cH:4][c:5](-[c:7]2[c:8]3[c:9]([n:10][c:11]([NH2:13])[n:12]2)[n:14][n:15][nH:16]3)[o:6]1>>[CH3:1][c:2]1[cH:3][cH:4][c:5](-[c:7]2[c:8]3[c:9]([n:10][c:11]([NH2:13])[n:12]2)[n:14]([CH2:18][c:19]2[n:20][c:21]([CH2:25][O:26][CH:27]([F:28])[F:29])[cH:22][cH:23][cH:24]2)[n:15][n:16]3)[o:6]1. Reactants: C1(=CC=CC=C1)S(=O)CC1=CC=C(C(=C1C(=O)OC)OC)C1=COC=C1 (methyl 6-(benzenesulphinylmethyl)-3-(furan-3-yl)-2-methoxybenzoate), C1(=CC=CC=C1)S(=O)CC1=CC=C(C(=C1C(=O)OC)OC)C1=COC=C1 (methyl 6-(benzenesulphinylmethyl)-3-(furan-3-yl)-2-methoxybenzoate), FC(C(=O)N)(F)F (trifluoroacetamide), [O-2].[Mg+2] (magnesium oxide), C(C)(=O)O.C(C)(=O)O.IC1=CC=CC=C1 (iodobenzene diacetate). The reagents and catalysts are CC(=O)O.CC(=O)O.CC(=O)O.CC(=O)O.[Rh].[Rh] (rhodium (II) acetate dimer). The solvent is C(Cl)Cl (DCM). Run at time 22 hour. Yields the product O1C=C(C=C1)C=1C(=C(C(=O)OC)C(=CC1)CS(=O)(=NC(C(F)(F)F)=O)C1=CC=CC=C1)OC (methyl 3-(furan-3-yl)-2-methoxy-6-{[S-phenyl-N-(trifluoroacetyl)sulphonimidoyl]methyl}benzoate). Isolated yield 38.5%. As a reaction SMILES: [C:1]1([S:7]([CH2:9][C:10]2[C:15]([C:16]([O:18][CH3:19])=[O:17])=[C:14]([O:20][CH3:21])[C:13]([C:22]3[CH:26]=[CH:25][O:24][CH:23]=3)=[CH:12][CH:11]=2)=[O:8])[CH:6]=[CH:5][CH:4]=[CH:3][CH:2]=1.[F:27][C:28]([F:33])([F:32])[C:29]([NH2:31])=[O:30].[O-2].[Mg+2].C(O)(=O)C.C(O)(=O)C.IC1C=CC=CC=1>C(Cl)Cl.CC(O)=O.CC(O)=O.CC(O)=O.CC(O)=O.[Rh].[Rh]>[O:24]1[CH:25]=[CH:26][C:22]([C:13]2[C:14]([O:20][CH3:21])=[C:15]([C:10]([CH2:9][S:7]([C:1]3[CH:6]=[CH:5][CH:4]=[CH:3][CH:2]=3)(=[N:31][C:29](=[O:30])[C:28]([F:33])([F:32])[F:27])=[O:8])=[CH:11][CH:12]=2)[C:16]([O:18][CH3:19])=[O:17])=[CH:23]1 |f:2.3,4.5.6,8.9.10.11.12.13|. Reported procedure: A mixture of methyl 6-(benzenesulphinylmethyl)-3-(furan-3-yl)-2-methoxybenzoate (Intermediate 216, 0.920 g), trifluoroacetamide (0.56 g), magnesium oxide (0.40 g), iodobenzene diacetate (1.20 g) and rhodium (II) acetate dimer (0.030 g) in DCM (20 mL) was stirred at room temperature for 22 hours. The mixture was filtered and the filtrate was evaporated to dryness. The residue was purified by chromatography on silica eluting with ethyl acetate and cyclohexane with a gradient of 10-40% to give meth... Starting materials: CC1=C(C(=CC(=C1)C)C)SC1=NNC=N1 (3-(2,4,6-trimethylphenyl)thio-1H-1,2,4-triazole), C([O-])([O-])=O.[K+].[K+] (potassium carbonate), CN(C(=O)Cl)C (N,N-dimethylcarbamoyl chloride). Solvent: CN(C=O)C (N,N-dimethylformamide). Conditions: time 2 hour. Yields the product CC1=C(C(=CC(=C1)C)C)SC1=NN(C=N1)C(N(C)C)=O (3-(2,4,6-Trimethylphenyl)thio-1-dimethylcarbamoyl-1H-1,2,4-triazole). RXN SMILES: [CH3:1][C:2]1[CH:7]=[C:6]([CH3:8])[CH:5]=[C:4]([CH3:9])[C:3]=1[S:10][C:11]1[N:15]=[CH:14][NH:13][N:12]=1.C(=O)([O-])[O-].[K+].[K+].[CH3:22][N:23]([CH3:27])[C:24](Cl)=[O:25]>CN(C)C=O>[CH3:9][C:4]1[CH:5]=[C:6]([CH3:8])[CH:7]=[C:2]([CH3:1])[C:3]=1[S:10][C:11]1[N:15]=[CH:14][N:13]([C:24](=[O:25])[N:23]([CH3:27])[CH3:22])[N:12]=1 |f:1.2.3|. Procedure: To a mixture of 3-(2,4,6-trimethylphenyl)thio-1H-1,2,4-triazole (220 mg), anhydrous potassium carbonate (280 mg) and N,N-dimethylformamide (1 ml) was added N,N-dimethylcarbamoyl chloride (0.14 ml), and the reaction mixture was stirred at room temperature for 2 hours. The reaction solution was extracted with ethyl acetate-water. The organic layer was washed with water, followed by saturated aqueous sodium chloride solution, dried over anhydrous magnesium sulfate, and concentrated under reduced pr... The reactants are CSc1ncc(Cl)c(C(=O)O)n1, O=C=O. Yields the product CSc1ncc(Cl)cn1. As a reaction SMILES: [Cl:1][c:2]1[c:3]([C:10]([OH:11])=[O:12])[n:4][c:5]([S:8][CH3:9])[n:6][cH:7]1.[O:13]=[C:14]=[O:15]>>[Cl:1][c:2]1[cH:3][n:4][c:5]([S:8][CH3:9])[n:6][cH:7]1.